From a dataset of the Open Reaction Database (ORD), a public repository of structured organic reaction records. describe an organic reaction: reactants, conditions, products, and yield The reactants are CC(C)(C)CN1Cc2c(cc(Cl)c3[nH]ncc23)CC(CC(=O)N2CCC(N3Cc4ccccc4NC3=O)CC2)C1=O, Cl, O=c1[nH]c2ccccc2cc1C1CCNCC1. Product: CC(C)(C)CN1Cc2c(cc(Cl)c3[nH]ncc23)CC(CC(=O)N2CCC(c3cc4ccccc4[nH]c3=O)CC2)C1=O. As a reaction SMILES: [Cl:19][c:20]1[cH:21][c:22]2[c:23]([c:24]3[cH:25][n:26][nH:27][c:28]13)[CH2:29][N:30]([CH2:55][C:56]([CH3:57])([CH3:58])[CH3:59])[C:31](=[O:54])[CH:32]([CH2:34][C:35]([N:36]1[CH2:37][CH2:38][CH:39]([N:40]3[CH2:41][c:42]4[c:43]([cH:44][cH:45][cH:46][cH:47]4)[NH:48][C:49]3=[O:50])[CH2:51][CH2:52]1)=[O:53])[CH2:33]2.[ClH:1].[NH:2]1[CH2:3][CH2:4][CH:5]([c:8]2[c:9](=[O:18])[nH:10][c:11]3[cH:12][cH:13][cH:14][cH:15][c:16]3[cH:17]2)[CH2:6][CH2:7]1>>[N:2]1([C:35]([CH2:34][CH:32]2[C:31](=[O:54])[N:30]([CH2:55][C:56]([CH3:57])([CH3:58])[CH3:59])[CH2:29][c:23]3[c:22]([cH:21][c:20]([Cl:19])[c:28]4[c:24]3[cH:25][n:26][nH:27]4)[CH2:33]2)=[O:53])[CH2:3][CH2:4][CH:5]([c:8]2[c:9](=[O:18])[nH:10][c:11]3[cH:12][cH:13][cH:14][cH:15][c:16]3[cH:17]2)[CH2:6][CH2:7]1. Starting materials: N1(C=NC=C1)C(C=1C=C(C(=CC1)N)N)C1=CC=CC=C1 (4-[(1H-imidazol-1-yl)phenylmethyl]-1,2-benzenediamine), N1=C(C=CC=C1)C(OC)=N (methyl 2-pyridinecarboximidate). Run in C(C)(=O)O (acetic acid). The product is N1(C=NC=C1)C(C1=CC2=C(NC(=N2)C2=NC=CC=C2)C=C1)C1=CC=CC=C1 (5-[(1H-imidazol-1-yl)phenylmethyl]-2-(2-pyridinyl)-1H-benzimidazole). The yield is 40.0%. As a reaction SMILES: [N:1]1([CH:6]([C:15]2[CH:20]=[CH:19][CH:18]=[CH:17][CH:16]=2)[C:7]2[CH:8]=[C:9]([NH2:14])[C:10]([NH2:13])=[CH:11][CH:12]=2)[CH:5]=[CH:4][N:3]=[CH:2]1.[N:21]1[CH:26]=[CH:25][CH:24]=[CH:23][C:22]=1[C:27](=N)OC>C(O)(=O)C>[N:1]1([CH:6]([C:15]2[CH:16]=[CH:17][CH:18]=[CH:19][CH:20]=2)[C:7]2[CH:12]=[CH:11][C:10]3[NH:13][C:27]([C:22]4[CH:23]=[CH:24][CH:25]=[CH:26][N:21]=4)=[N:14][C:9]=3[CH:8]=2)[CH:5]=[CH:4][N:3]=[CH:2]1. Procedure: To a stirred and cooled solution of 5.3 parts of 4-[(1H-imidazol-1-yl)phenylmethyl]-1,2-benzenediamine in 50 parts of acetic acid were added 3.3 parts of methyl 2-pyridinecarboximidate while still cooling. The whole was stirred for 8 hours at room temperature and then allowed to stand over weekend. The reaction mixture was evaporated. The residue was taken up in water and treated with activated charcoal. The whole was filtered and the filtrate was made alkaline with ammonium hydroxide. The produ... The reactants are C1CCOC1, [Li]CCCC, CC(C)NC(C)C, COC(=O)Cl, COC(=O)C1CCN(C(=O)OC(C)(C)C)CC1. The product is COC(=O)C1(C(=O)OC)CCN(C(=O)OC(C)(C)C)CC1. RXN SMILES: [CH2:35]1[O:36][CH2:37][CH2:38][CH2:39]1.[CH3:8][CH2:9][CH2:10][CH2:11][Li:12].[CH:1]([NH:2][CH:3]([CH3:4])[CH3:5])([CH3:6])[CH3:7].[Cl:30][C:31](=[O:32])[O:33][CH3:34].[N:13]1([C:23](=[O:24])[O:25][C:26]([CH3:27])([CH3:28])[CH3:29])[CH2:14][CH2:15][CH:16]([C:19](=[O:20])[O:21][CH3:22])[CH2:17][CH2:18]1>>[N:13]1([C:23](=[O:24])[O:25][C:26]([CH3:27])([CH3:28])[CH3:29])[CH2:14][CH2:15][C:16]([C:19](=[O:20])[O:21][CH3:22])([C:31](=[O:32])[O:33][CH3:34])[CH2:17][CH2:18]1. The reactants are B(Cl)(Cl)Cl (boron trichloride), ClC1=CC=C(N)C=C1 (4-chloroaniline), Cl (HCl), CC=1C=C(C#N)C=CN1 (2-methyl-isonicotinonitrile), [Cl-].[Al+3].[Cl-].[Cl-] (aluminum chloride), [OH-].[Na+] (NaOH). Run in ClC(C(Cl)Cl)Cl (1,1,2,2-tetrachloroethane). Reaction conditions: temperature 0 celsius, time 30 minute. The product is NC1=C(C=C(C=C1)Cl)C(=O)C1=CC(=NC=C1)C ((2-Amino-5-chloro-phenyl)-(2-methyl-pyridin-4-yl)-methanone). Yield: 20.0%. As a reaction SMILES: B(Cl)(Cl)Cl.[Cl:5][C:6]1[CH:12]=[CH:11][C:9]([NH2:10])=[CH:8][CH:7]=1.[CH3:13][C:14]1[CH:15]=[C:16]([CH:19]=[CH:20][N:21]=1)[C:17]#N.[Cl-].[Al+3].[Cl-].[Cl-].Cl.[OH-:27].[Na+]>ClC(Cl)C(Cl)Cl>[NH2:10][C:9]1[CH:11]=[CH:12][C:6]([Cl:5])=[CH:7][C:8]=1[C:17]([C:16]1[CH:19]=[CH:20][N:21]=[C:14]([CH3:13])[CH:15]=1)=[O:27] |f:3.4.5.6,8.9|. Procedure details: To a solution of boron trichloride (9.35 ml, 9.35 mmol) in 1,1,2,2-tetrachloroethane at 0° C. was added 4-chloroaniline (1.19 g, 9.35 mmol) and the mixture was stirred for 30 minutes. 2-methyl-isonicotinonitrile (920 mg, 7.79 mmol) and aluminum chloride (1.14 g, 8.57 mmol) were added successively and the mixture was heated to reflux for 20 h. The reaction mixture was cooled to 0° C., 2N HCl (20 ml) was added and the mixture was heated to 80° C. for 30 minutes. The mixture was basified with 3N Na... Reactants: BrCCCC (1-Bromobutane), C(C1=CC=CC=C1)(=O)N (benzamide), [OH-].[Na+] (sodium hydroxide). Reagents/catalysts: catalyst. Run in C1=CC=CC=C1 (benzene), O (water). Conditions: time 4 hour. Yields the product C(CCC)NC(C1=CC=CC=C1)=O (N-n-butylbenzamide). RXN SMILES: Br[CH2:2][CH2:3][CH2:4][CH3:5].[C:6]([NH2:14])(=[O:13])[C:7]1[CH:12]=[CH:11][CH:10]=[CH:9][CH:8]=1.[OH-].[Na+]>C1C=CC=CC=1.O>[CH2:2]([NH:14][C:6](=[O:13])[C:7]1[CH:12]=[CH:11][CH:10]=[CH:9][CH:8]=1)[CH2:3][CH2:4][CH3:5] |f:2.3|. Procedure details: 1-Bromobutane (1.51 g, 0.011 mol) in benzene (10 ml) was slowly added to a refluxing mixture of benzamide (1.21 g, 0.01 mol), 50% aqueous sodium hydroxide solution (10 ml) and 1 mmol of the catalyst (Table 3). After the addition of has been completed, refluxing is continued for 4 hours. The reaction mixture was then cooled to room temperature and diluted with water (20 ml). The organic phase is separated, washed with water (3×10 ml) until neutral, dried over magnesium sulphate and evaporated to ... The reactants are CC(C)(C)OC(=O)N1CCN(c2nccnc2Cl)CC1, C1CCNCC1, ClCCl, [Na+], [OH-]. Yields the product CC(C)(C)OC(=O)N1CCN(c2nccnc2N2CCCCC2)CC1. Reaction SMILES: [C:1]([CH3:2])([CH3:3])([CH3:4])[O:5][C:6](=[O:7])[N:8]1[CH2:9][CH2:10][N:11]([c:14]2[n:15][cH:16][cH:17][n:18][c:19]2[Cl:20])[CH2:12][CH2:13]1.[CH2:21]1[CH2:22][CH2:23][NH:24][CH2:25][CH2:26]1.[Cl:29][CH2:30][Cl:31].[Na+:28].[OH-:27]>>[C:1]([CH3:2])([CH3:3])([CH3:4])[O:5][C:6](=[O:7])[N:8]1[CH2:9][CH2:10][N:11]([c:14]2[n:15][cH:16][cH:17][n:18][c:19]2[N:24]2[CH2:23][CH2:22][CH2:21][CH2:26][CH2:25]2)[CH2:12][CH2:13]1. The reactants are ClC1=CC=C(C=C1)C=1SC=C(N1)C(CN)(C)C (2-(2-(4-chlorophenyl)thiazol-4-yl)-2-methylpropan-1-amine), FC(C1=NC(=NO1)C=1C=C(C(=O)O)C=CC1)(F)F (3-(5-(trifluoromethyl)-1,2,4-oxadiazol-3-yl)benzoic acid). Yields the product ClC1=CC=C(C=C1)C=1SC=C(N1)C(CNC(C1=CC(=CC=C1)C1=NOC(=N1)C(F)(F)F)=O)(C)C (N-(2-(2-(4-chlorophenyl)thiazol-4-yl)-2-methylpropyl)-3-(5-(trifluoromethyl)-1,2,4-oxadiazol-3-yl)benzamide). Isolated yield 25.0%. Reaction SMILES: [Cl:1][C:2]1[CH:7]=[CH:6][C:5]([C:8]2[S:9][CH:10]=[C:11]([C:13]([CH3:17])([CH3:16])[CH2:14][NH2:15])[N:12]=2)=[CH:4][CH:3]=1.[F:18][C:19]([F:35])([F:34])[C:20]1[O:24][N:23]=[C:22]([C:25]2[CH:26]=[C:27]([CH:31]=[CH:32][CH:33]=2)[C:28](O)=[O:29])[N:21]=1>>[Cl:1][C:2]1[CH:3]=[CH:4][C:5]([C:8]2[S:9][CH:10]=[C:11]([C:13]([CH3:17])([CH3:16])[CH2:14][NH:15][C:28](=[O:29])[C:27]3[CH:31]=[CH:32][CH:33]=[C:25]([C:22]4[N:21]=[C:20]([C:19]([F:35])([F:34])[F:18])[O:24][N:23]=4)[CH:26]=3)[N:12]=2)=[CH:6][CH:7]=1. Procedure details: This compound was synthesized from 2-(2-(4-chlorophenyl)thiazol-4-yl)-2-methylpropan-1-amine and 3-(5-(trifluoromethyl)-1,2,4-oxadiazol-3-yl)benzoic acid as described in example 8 step 6 (75 mg, yield 25%). 1H NMR (400 MHz, CDCl3) δ 8.53 (m, 1H), 8.27-8.25 (m, 1H), 8.10-8.05 (m, 2H), 7.86-7.84 (d, J=8.5 Hz, 2H), 7.62-7.59 (t, J=7.8 Hz, 1H), 7.33-7.31 (d, J=8.5 Hz, 2H), 7.08 (s, 1H), 3.71-3.69 (d, J=5.3 Hz, 2H), 1.49 (s, 6H). MS (ESI) m/z: Calculated for C23H18ClF3N4O2S: 506.08. found: 507.0 (M+H... Reactants: O=C(N=C=S)c1ccccc1, NCC(N)Cc1ccc(Cl)cc1, ClCCl, Cl, Cl. Product: NC(CNC(=S)NC(=O)c1ccccc1)Cc1ccc(Cl)cc1. As a reaction SMILES: [C:1]([c:2]1[cH:3][cH:4][cH:5][cH:6][cH:7]1)(=[O:8])[N:9]=[C:10]=[S:11].[Cl:14][c:15]1[cH:16][cH:17][c:18]([CH2:21][CH:22]([CH2:23][NH2:24])[NH2:25])[cH:19][cH:20]1.[Cl:26][CH2:27][Cl:28].[ClH:12].[ClH:13]>>[C:1]([c:2]1[cH:3][cH:4][cH:5][cH:6][cH:7]1)(=[O:8])[NH:9][C:10](=[S:11])[NH:24][CH2:23][CH:22]([CH2:21][c:18]1[cH:17][cH:16][c:15]([Cl:14])[cH:20][cH:19]1)[NH2:25].